The task is: describe an organic reaction: reactants, conditions, products, and yield. This data is from the Open Reaction Database (ORD), a public repository of structured organic reaction records. Run at time 1 hour. The solvent is C1CCOC1 (THF). Reported procedure: Sodium bis(trimethylsilyl)amide (0.23 mL, 1M inTHF, 0.23 mmol) was added to a solution of 3-(1-methyl-1,2,3,6-tetrahydro-4-pyridinyl)indole (Example 4e, 25.0 mg, 0.12 mmol) in THF (1.5 mL) at -78° C. and the mixture was stirred for 1 h. Phenylsulfonyl chloride (30 uL, 0.24 mmol) was added and the mixture stirred at room temperature for 2 h. prior to quenching with water (4 drops) and silica gel (~1g). Purification using solid phase extraction tubes (1000 mg silica, eluting with 0-10% 2M methanol... The product is CN1CCC(=CC1)C1=CN(C2=CC=CC=C12)S(=O)(=O)C1=CC=CC=C1 (3-(1-methyl-1,2,3,6-tetrahydro-4-pyridinyl)-1-phenylsulfonylindole). Yield: 21.3%. Reaction SMILES: C[Si]([N-][Si](C)(C)C)(C)C.[Na+].[CH3:11][N:12]1[CH2:17][CH:16]=[C:15]([C:18]2[C:26]3[C:21](=[CH:22][CH:23]=[CH:24][CH:25]=3)[NH:20][CH:19]=2)[CH2:14][CH2:13]1.[C:27]1([S:33](Cl)(=[O:35])=[O:34])[CH:32]=[CH:31][CH:30]=[CH:29][CH:28]=1>C1COCC1>[CH3:11][N:12]1[CH2:13][CH:14]=[C:15]([C:18]2[C:26]3[C:21](=[CH:22][CH:23]=[CH:24][CH:25]=3)[N:20]([S:33]([C:27]3[CH:32]=[CH:31][CH:30]=[CH:29][CH:28]=3)(=[O:35])=[O:34])[CH:19]=2)[CH2:16][CH2:17]1 |f:0.1|. The reactants are C[Si](C)(C)[N-][Si](C)(C)C.[Na+] (Sodium bis(trimethylsilyl)amide), CN1CCC(=CC1)C1=CNC2=CC=CC=C12 (3-(1-methyl-1,2,3,6-tetrahydro-4-pyridinyl)indole), C1(=CC=CC=C1)S(=O)(=O)Cl (Phenylsulfonyl chloride).